Dataset: the Open Reaction Database (ORD), a public repository of structured organic reaction records. Task: describe an organic reaction: reactants, conditions, products, and yield Reactants: ClCCl, CC(C)(C)OC(=O)CNc1cnnc2ccc(C(F)(F)F)cc12, O=C(O)C(F)(F)F. Product: O=C(O)CNc1cnnc2ccc(C(F)(F)F)cc12. As a reaction SMILES: [Cl:24][CH2:25][Cl:26].[F:1][C:2]([c:3]1[cH:4][c:5]2[c:6]([NH:13][CH2:14][C:15](=[O:16])[O:17][C:18]([CH3:19])([CH3:20])[CH3:21])[cH:7][n:8][n:9][c:10]2[cH:11][cH:12]1)([F:22])[F:23].[F:27][C:28]([F:29])([F:30])[C:31]([OH:32])=[O:33]>>[F:1][C:2]([c:3]1[cH:4][c:5]2[c:6]([NH:13][CH2:14][C:15](=[O:16])[OH:17])[cH:7][n:8][n:9][c:10]2[cH:11][cH:12]1)([F:22])[F:23]. Reactants: C(C1=CC=CC=C1)N1CC(CC2=CC(=CC=C12)C#N)NS(=O)(=O)C1=CC=CC=C1 (N-(1-Benzyl-6-cyano-1,2,3,4-tetrahydroquinolin-3-yl)-benzenesulfonamide), I(=O)(=O)Cl.I(=O)(=O)Cl.I(=O)(=O)Cl.I(=O)(=O)Cl.C(C1=CC=CC=C1)[N+](C)(C)C (benzyltrimethylammonium tetrachloroiodate). Solvent: C(C)(=O)O (acetic acid). Conditions: time 30 minute. Yields the product C(C1=CC=CC=C1)N1CC(CC2=CC(=CC(=C12)Cl)C#N)NS(=O)(=O)C1=CC=CC=C1 (N-(1-Benzyl-8-chloro-6-cyano-1,2,3,4-tetrahydroquinolin-3-yl)-benzenesulfonamide). Yield: 82.2%. As a reaction SMILES: [CH2:1]([N:8]1[C:17]2[C:12](=[CH:13][C:14]([C:18]#[N:19])=[CH:15][CH:16]=2)[CH2:11][CH:10]([NH:20][S:21]([C:24]2[CH:29]=[CH:28][CH:27]=[CH:26][CH:25]=2)(=[O:23])=[O:22])[CH2:9]1)[C:2]1[CH:7]=[CH:6][CH:5]=[CH:4][CH:3]=1.I([Cl:33])(=O)=O.I(Cl)(=O)=O.I(Cl)(=O)=O.I(Cl)(=O)=O.C([N+](C)(C)C)C1C=CC=CC=1>C(O)(=O)C>[CH2:1]([N:8]1[C:17]2[C:12](=[CH:13][C:14]([C:18]#[N:19])=[CH:15][C:16]=2[Cl:33])[CH2:11][CH:10]([NH:20][S:21]([C:24]2[CH:29]=[CH:28][CH:27]=[CH:26][CH:25]=2)(=[O:23])=[O:22])[CH2:9]1)[C:2]1[CH:3]=[CH:4][CH:5]=[CH:6][CH:7]=1 |f:1.2.3.4.5|. Reported procedure: To a solution of compound 165A (121 mg, 0.3 mmol) in acetic acid (2 mL) at RT was added benzyltrimethylammonium tetrachloroiodate (125.7 mg, 0.3 mmol). The reaction mixture was stirred at RT for 30 min, and then concentrated under reduced pressure. The resultant residue was partitioned between saturated aqueous NaHCO3 solution and CH2Cl2. The separated aqueous layer was extracted with CH2Cl2 (15 mL×2). The combined CH2Cl2 extracts were washed with brine, dried (Na2SO4) and concentrated. The resi... Starting materials: COC(=O)COc1ccc(F)c2[nH]c(C(C)C)c(Cc3ccc(-n4cccn4)cc3)c(=O)c12, FC(F)Cl. Product: COC(=O)COc1ccc(F)c2nc(C(C)C)c(Cc3ccc(-n4cccn4)cc3)c(OC(F)F)c12. As a reaction SMILES: [CH3:1][O:2][C:3]([CH2:4][O:5][c:6]1[c:7]2[c:8](=[O:32])[c:9]([CH2:20][c:21]3[cH:22][cH:23][c:24](-[n:27]4[n:28][cH:29][cH:30][cH:31]4)[cH:25][cH:26]3)[c:10]([CH:17]([CH3:18])[CH3:19])[nH:11][c:12]2[c:13]([F:16])[cH:14][cH:15]1)=[O:33].[Cl:34][CH:35]([F:36])[F:37]>>[CH3:1][O:2][C:3]([CH2:4][O:5][c:6]1[c:7]2[c:8]([O:32][CH:35]([F:36])[F:37])[c:9]([CH2:20][c:21]3[cH:22][cH:23][c:24](-[n:27]4[n:28][cH:29][cH:30][cH:31]4)[cH:25][cH:26]3)[c:10]([CH:17]([CH3:18])[CH3:19])[n:11][c:12]2[c:13]([F:16])[cH:14][cH:15]1)=[O:33]. The reactants are C(C)(=O)OCCCCCCCCCCCCC1=C(CCCC1(C)C)C (1-(12-acetoxydodecyl)-2,6,6-trimethyl-1-cyclohexene), O (water), C(C)(C)(C)OO (t-BuOOH). The reagents and catalysts are O.[Ru](Cl)(Cl)Cl (ruthenium trichloride hydrate). Run in C1CCCCC1 (cyclohexane). Run at time 6 hour. Yields the product C(C)(=O)OCCCCCCCCCCCCC1=C(C(CCC1(C)C)=O)C (3-(12-acetoxydodecyl)-2,4,4-trimethyl-2-cyclohexen-1-one). Reaction SMILES: [C:1]([O:4][CH2:5][CH2:6][CH2:7][CH2:8][CH2:9][CH2:10][CH2:11][CH2:12][CH2:13][CH2:14][CH2:15][CH2:16][C:17]1[C:22]([CH3:24])([CH3:23])[CH2:21][CH2:20][CH2:19][C:18]=1[CH3:25])(=[O:3])[CH3:2].O.C([O:31]O)(C)(C)C>C1CCCCC1.O.[Ru](Cl)(Cl)Cl>[C:1]([O:4][CH2:5][CH2:6][CH2:7][CH2:8][CH2:9][CH2:10][CH2:11][CH2:12][CH2:13][CH2:14][CH2:15][CH2:16][C:17]1[C:22]([CH3:24])([CH3:23])[CH2:21][CH2:20][C:19](=[O:31])[C:18]=1[CH3:25])(=[O:3])[CH3:2] |f:4.5|. Reported procedure: To a solution of 1-(12-acetoxydodecyl)-2,6,6-trimethyl-1-cyclohexene (321 mg) in cyclohexane (6 ml) was added water (0.8 ml), ruthenium trichloride hydrate (1.3 mg) and 70% t-BuOOH (1.26 ml). The solution was stirred at room temperature for 6 hours, filtered through a pad of celite and poured into a solution of 10% Na2SO4. The solution was extracted with ethanol, washed with brine, dried with MgSO4 and distilled off under reduced pressure. The residue was purified by chromatography over silica g...